Dataset: the Open Reaction Database (ORD), a public repository of structured organic reaction records. Task: describe an organic reaction: reactants, conditions, products, and yield The reactants are OC1=CC=C(C=C1)C1OCC(CC1)CCCCC (2-p-hydroxyphenyl-5-pentyltetrahydropyran), C(=O)([O-])[O-].[K+].[K+] (K2CO3), C(CCCCC)I (hexyl iodide). Solvent: CN(C)C=O (DMF). Reaction conditions: time 16 hour. Product: C(CCCCC)OC1=CC=C(C=C1)C1OCC(CC1)CCCCC (2-p-Hexoxyphenyl-5-pentyltetrahydropyran). Reaction SMILES: [OH:1][C:2]1[CH:7]=[CH:6][C:5]([CH:8]2[CH2:13][CH2:12][CH:11]([CH2:14][CH2:15][CH2:16][CH2:17][CH3:18])[CH2:10][O:9]2)=[CH:4][CH:3]=1.C([O-])([O-])=O.[K+].[K+].[CH2:25](I)[CH2:26][CH2:27][CH2:28][CH2:29][CH3:30]>CN(C=O)C>[CH2:25]([O:1][C:2]1[CH:3]=[CH:4][C:5]([CH:8]2[CH2:13][CH2:12][CH:11]([CH2:14][CH2:15][CH2:16][CH2:17][CH3:18])[CH2:10][O:9]2)=[CH:6][CH:7]=1)[CH2:26][CH2:27][CH2:28][CH2:29][CH3:30] |f:1.2.3|. Procedure: A mixture of 24.8 g of 2-p-hydroxyphenyl-5-pentyltetrahydropyran (obtainable by diazotization of 2-p-aminophenyl-5-pentyltetrahydropyran and hydrolysis), 6.9 g of K2CO3, 25 g of hexyl iodide and 250 ml of DMF is heated, with stirring, at 80° for 16 hours, then cooled and worked up as usual. 2-p-Hexoxyphenyl-5-pentyltetrahydropyran is obtained. Starting materials: CC(C)(C)OC(=O)n1cc(CCl)c2cccnc21, CC(=O)CC(C)=O, CS(C)=O, [H-], [Na+], O. Yields the product CC(=O)C(Cc1cn(C(=O)OC(C)(C)C)c2ncccc12)C(C)=O. Reaction SMILES: [C:10]([CH3:11])([CH3:12])([CH3:13])[O:14][C:15](=[O:16])[n:17]1[cH:18][c:19]([CH2:26][Cl:27])[c:20]2[c:21]1[n:22][cH:23][cH:24][cH:25]2.[CH3:1][C:2](=[O:3])[CH2:4][C:5]([CH3:6])=[O:7].[CH3:29][S:30](=[O:31])[CH3:32].[H-:8].[Na+:9].[OH2:28]>>[CH3:1][C:2](=[O:3])[CH:4]([C:5]([CH3:6])=[O:7])[CH2:26][c:19]1[cH:18][n:17]([C:15]([O:14][C:10]([CH3:11])([CH3:12])[CH3:13])=[O:16])[c:21]2[c:20]1[cH:25][cH:24][cH:23][n:22]2. The reactants are BrC1=NC=2N(C(NC(C2N1COCC)=O)=O)C (8-bromo-7-ethoxymethyl-3-methylxanthine), C(C)(=O)O[C@@H](CCCCCl)C ((R)-5-acetoxy-1-chlorohexane), [H-].[Na+] (sodium hydride). The solvent is CS(=O)C (dimethylsulfoxide). Reaction conditions: time 30 minute. Yields the product C(C)(=O)OC(CCCCCl)C (5-acetoxy-1-chlorohexane), C(C)(=O)O[C@@H](CCCCN1C(=O)N(C=2N=C(N(C2C1=O)COCC)Br)C)C ((R)-1-(5-acetoxyhexyl)-8-bromo-7-ethoxymethyl-3-methylxanthine). The yield is 149.4%. As a reaction SMILES: [Br:1][C:2]1[N:10]([CH2:11][O:12][CH2:13][CH3:14])[C:9]2[C:8](=[O:15])[NH:7][C:6](=[O:16])[N:5]([CH3:17])[C:4]=2[N:3]=1.[H-].[Na+].[C:20]([O:23][C@H:24]([CH3:30])[CH2:25][CH2:26][CH2:27][CH2:28][Cl:29])(=[O:22])[CH3:21]>CS(C)=O>[C:20]([O:23][CH:24]([CH3:30])[CH2:25][CH2:26][CH2:27][CH2:28][Cl:29])(=[O:22])[CH3:21].[C:20]([O:23][C@H:24]([CH3:30])[CH2:25][CH2:26][CH2:27][CH2:28][N:7]1[C:8](=[O:15])[C:9]2[N:10]([CH2:11][O:12][CH2:13][CH3:14])[C:2]([Br:1])=[N:3][C:4]=2[N:5]([CH3:17])[C:6]1=[O:16])(=[O:22])[CH3:21] |f:1.2|. Procedure details: To a stirring suspension of 8-bromo-7-ethoxymethyl-3-methylxanthine (1.52 g, 5.0 mmol) in anhydrous dimethylsulfoxide (20 ml) was added sodium hydride (144 mg, 6.0 mmol). The mixture was stirred at room temperature for 30 min and then (R)-5-acetoxy-1-chlorohexane (983 mg, 5.5 mmol) was added and the mixture was stirred at 70-75° C. The (R) 5-acetoxy-1-chlorohexane was prepared according to methods described in U.S. Pat. No. 5,629,423 issued to Klein, J. P., Leigh, A. J., Michnick, J., Kumar, A. ... Starting materials: CCCCCCCCCCCCCCCCCC(=O)O, O, O=S(Cl)Cl. The product is CCCCCCCCCCCCCCCCCC(=O)Cl. As a reaction SMILES: [CH3:5][CH2:6][CH2:7][CH2:8][CH2:9][CH2:10][CH2:11][CH2:12][CH2:13][CH2:14][CH2:15][CH2:16][CH2:17][CH2:18][CH2:19][CH2:20][CH2:21][C:22]([OH:23])=[O:24].[OH2:25].[S:1]([Cl:2])([Cl:3])=[O:4]>>[Cl:3][C:22]([CH2:21][CH2:20][CH2:19][CH2:18][CH2:17][CH2:16][CH2:15][CH2:14][CH2:13][CH2:12][CH2:11][CH2:10][CH2:9][CH2:8][CH2:7][CH2:6][CH3:5])=[O:24]. The reactants are N(=[N+]=[N-])C[C@H]1C[C@H]([C@H]2[C@@H]1OC(O2)(C)C)N2C=CC1=C2N=CN=C1N (7-[(3aS,4R,6R,6aR)-6-(azidomethyl)-2,2-dimethyl-hexahydrocyclopenta[d][1,3]dioxol-4-yl]-7H-pyrrolo[2,3-d]pyrimidin-4-amine), P(C)(C)C (PMe3). The solvent is O1CCCC1 (tetrahydrofuran), C1CCOC1 (THF). Run at time 8 hour. The product is NC[C@H]1C[C@H]([C@H]2[C@@H]1OC(O2)(C)C)N2C=CC1=C2N=CN=C1N (7-[(3aS,4R,6R,6aR)-6-(aminomethyl)-2,2-dimethylhexahydrocyclopenta[d][1,3]dioxol-4-yl]-7H-pyrrolo[2,3-d]pyrimidin-4-amine). Isolated yield 77.7%. RXN SMILES: [N:1]([CH2:4][C@@H:5]1[C@H:9]2[O:10][C:11]([CH3:14])([CH3:13])[O:12][C@H:8]2[C@H:7]([N:15]2[C:19]3[N:20]=[CH:21][N:22]=[C:23]([NH2:24])[C:18]=3[CH:17]=[CH:16]2)[CH2:6]1)=[N+]=[N-].P(C)(C)C>O1CCCC1>[NH2:1][CH2:4][C@@H:5]1[C@H:9]2[O:10][C:11]([CH3:14])([CH3:13])[O:12][C@H:8]2[C@H:7]([N:15]2[C:19]3[N:20]=[CH:21][N:22]=[C:23]([NH2:24])[C:18]=3[CH:17]=[CH:16]2)[CH2:6]1. Procedure details: To a solution of 7-[(3aS,4R,6R,6aR)-6-(azidomethyl)-2,2-dimethyl-hexahydrocyclopenta[d][1,3]dioxol-4-yl]-7H-pyrrolo[2,3-d]pyrimidin-4-amine (527.5 mg, 1.6 mmol) in tetrahydrofuran (5 ml) under N2 was added 1M PMe3 in THF (3.2 ml, 3.2 mmol) and the reaction was stirred overnight. The reaction was quenched by the addition of H2O (1 ml), and stirred for 15 mins before being concentrated under reduced pressure. The crude material was purified by silica flash column chromatography, eluting with 2.5 t... The reactants are CO, C=COC(=O)N1CCC(C=Cc2ccccc2OCC2CCCCC2)CC1, Cl. The product is C(=CC1CCNCC1)c1ccccc1OCC1CCCCC1. As a reaction SMILES: [CH3:28][OH:29].[CH:1]([O:2][C:3](=[O:4])[N:6]1[CH2:7][CH2:8][CH:9]([CH:12]=[CH:13][c:14]2[c:15]([O:20][CH2:21][CH:22]3[CH2:23][CH2:24][CH2:25][CH2:26][CH2:27]3)[cH:16][cH:17][cH:18][cH:19]2)[CH2:10][CH2:11]1)=[CH2:5].[ClH:30]>>[NH:6]1[CH2:7][CH2:8][CH:9]([CH:12]=[CH:13][c:14]2[c:15]([O:20][CH2:21][CH:22]3[CH2:23][CH2:24][CH2:25][CH2:26][CH2:27]3)[cH:16][cH:17][cH:18][cH:19]2)[CH2:10][CH2:11]1. The reactants are CC(C(=O)Cl)(C)C (trimethylacetyl chloride), C([O-])([O-])=O.[K+].[K+] (potassium carbonate), C1(CCCCC1)C[C@H](CN1CCC(CC1)C1=C(C=CC=C1)OC)N ({(1R)-1-cyclohexylmethyl-2-[4-(2-methoxyphenyl)-piperidin-1-yl]-ethyl}-amine). Run in O (water), ClCCl (dichloromethane), ClCCl (dichloromethane), O (water). Reaction conditions: temperature 0 celsius, time 8 hour. The product is C1(CCCCC1)C[C@H](CN1CCC(CC1)C1=C(C=CC=C1)OC)NC(C(C)(C)C)=O (N-{(1R)-1-cyclohexylmethyl-2-[4-(2-methoxyphenyl)-piperidin-1-yl]-ethyl}-2,2-dimethyl-propionamide), Cl (HCl), white solid. Yield: 56.0%. Reaction SMILES: C(=O)([O-])[O-].[K+].[K+].[CH:7]1([CH2:13][C@@H:14]([NH2:30])[CH2:15][N:16]2[CH2:21][CH2:20][CH:19]([C:22]3[CH:27]=[CH:26][CH:25]=[CH:24][C:23]=3[O:28][CH3:29])[CH2:18][CH2:17]2)[CH2:12][CH2:11][CH2:10][CH2:9][CH2:8]1.[CH3:31][C:32]([CH3:37])([CH3:36])[C:33]([Cl:35])=[O:34]>ClCCl.O>[CH:7]1([CH2:13][C@@H:14]([NH:30][C:33](=[O:34])[C:32]([CH3:37])([CH3:36])[CH3:31])[CH2:15][N:16]2[CH2:17][CH2:18][CH:19]([C:22]3[CH:27]=[CH:26][CH:25]=[CH:24][C:23]=3[O:28][CH3:29])[CH2:20][CH2:21]2)[CH2:12][CH2:11][CH2:10][CH2:9][CH2:8]1.[ClH:35] |f:0.1.2|. Procedure: To a solution of 0.076 g of potassium carbonate (0.54 mmol) in 1 ml. of water was added a solution of 0.18 g of {(1R)-1-cyclohexylmethyl-2-[4-(2-methoxyphenyl)-piperidin-1-yl]-ethyl}-amine (0.54 mmol) in 10 mL of dichloromethane. The resulting mixture was cooled to 0° C. and 0.066 g of trimethylacetyl chloride (0.54 mmol) was added. The reaction was allowed to stir overnight at 0° C., and was then diluted with 5 mL of water and 20 mL of dichloromethane and the phases separated. The aqueous phase... Procedure: This compound was synthesized from 5-phenyl-1,3-dihydro-2H-pyrrolo[2,3-b]pyridin-2-one and diethoxymethyl acetate according to Procedure A. 1H NMR 400 MHz (DMSO-d6): δ10.93 (s, 1H); 8.24 (s, 1H); 7.86-7.82 (m, 2H); 7.62-7.56 (m, 2H); 7.44 (m, 2H); 7.34 (m, 1H); 4.40 (m, 2H); 1.35 (m, 3H). RXN SMILES: [C:1]1([C:7]2[CH:8]=[C:9]3[CH2:15][C:14](=[O:16])[NH:13][C:10]3=[N:11][CH:12]=2)[CH:6]=[CH:5][CH:4]=[CH:3][CH:2]=1.[C:17]([O:20][CH:21](OCC)OCC)(=O)[CH3:18]>>[CH2:17]([O:20][CH:21]=[C:15]1[C:9]2[C:10](=[N:11][CH:12]=[C:7]([C:1]3[CH:2]=[CH:3][CH:4]=[CH:5][CH:6]=3)[CH:8]=2)[NH:13][C:14]1=[O:16])[CH3:18]. The product is C(C)OC=C1C(NC2=NC=C(C=C21)C2=CC=CC=C2)=O (3-[Ethoxymethylidene]-5-phenyl-1H-pyrrolo[2,3-b]pyridin-2-one). Starting materials: C1(=CC=CC=C1)C=1C=C2C(=NC1)NC(C2)=O (5-phenyl-1,3-dihydro-2H-pyrrolo[2,3-b]pyridin-2-one), C(C)(=O)OC(OCC)OCC (diethoxymethyl acetate). The reactants are [OH-].[Na+] (NaOH), O (water), CN(CC(=O)N1CCC2=CC(=C(C=C12)NC=1N=C(C2=C(N1)N(C=C2C)S(=O)(=O)C2=CC=C(C=C2)C)NC2=C(C(=O)NC)C(=CC=C2)F)OC)C (2-({2-{[1-(N,N-dimethylglycyl)-5-(methyloxy)-2,3-dihydro-1H-indol-6-yl]amino}-5-methyl-7-[(4-methylphenyl)sulfonyl]-7H-pyrrolo[2,3-d]pyrimidin-4-yl}amino)-6-fluoro-N-methylbenzamide). Solvent: CCOC(=O)C (EtOAc), O1CCOCC1 (dioxane). Reaction conditions: temperature 120 celsius. The product is CN(CC(=O)N1CCC2=CC(=C(C=C12)NC1=NC(=C2C(N1)=NC=C2C)NC2=C(C(=O)NC)C(=CC=C2)F)OC)C (2-[(2-{[1-(N,N-dimethylglycyl)-5-(methyloxy)-2,3-dihydro-1H-indol-6-yl]amino}-5-methyl-1H-pyrrolo[2,3-d]pyrimidin-4-yl)amino]-6-fluoro-N-methylbenzamide). Yield: 70.7%. Reaction SMILES: [CH3:1][N:2]([CH3:50])[CH2:3][C:4]([N:6]1[C:14]2[C:9](=[CH:10][C:11]([O:48][CH3:49])=[C:12]([NH:15][C:16]3[N:17]=[C:18]([NH:36][C:37]4[CH:46]=[CH:45][CH:44]=[C:43]([F:47])[C:38]=4[C:39]([NH:41][CH3:42])=[O:40])[C:19]4[C:24]([CH3:25])=[CH:23][N:22](S(C5C=CC(C)=CC=5)(=O)=O)[C:20]=4[N:21]=3)[CH:13]=2)[CH2:8][CH2:7]1)=[O:5].[OH-].[Na+].O>O1CCOCC1.CCOC(C)=O>[CH3:50][N:2]([CH3:1])[CH2:3][C:4]([N:6]1[C:14]2[C:9](=[CH:10][C:11]([O:48][CH3:49])=[C:12]([NH:15][C:16]3[NH:21][C:20]4=[N:22][CH:23]=[C:24]([CH3:25])[C:19]4=[C:18]([NH:36][C:37]4[CH:46]=[CH:45][CH:44]=[C:43]([F:47])[C:38]=4[C:39]([NH:41][CH3:42])=[O:40])[N:17]=3)[CH:13]=2)[CH2:8][CH2:7]1)=[O:5] |f:1.2|. Reported procedure: 2-({2-{[1-(N,N-dimethylglycyl)-5-(methyloxy)-2,3-dihydro-1H-indol-6-yl]amino}-5-methyl-7-[(4-methylphenyl)sulfonyl]-7H-pyrrolo[2,3-d]pyrimidin-4-yl}amino)-6-fluoro-N-methylbenzamide (225 mg, 0.321 mmol) was dissolved in dioxane (6 mL), 6N NaOH (2 mL) and water (2 mL) was added in a microwave safe vessel. The reaction was then heated in a microwave at 120° C. for 23 min. Reaction was diluted with EtOAc and the organic layer was washed with water and a saturated brine solution and dried over sodiu... Reactants: O (water), BrCC(CCN1C(C=2C(C1=O)=CC=CC2)=O)=O (1-Bromo-4-phthalimidobutan-2-one), NC1=NC=CC=C1 (2-aminopyridine), C([O-])(O)=O.[Na+] (sodium bicarbonate). Solvent: C(C)O (ethanol), CN(C=O)C (dimethylformamide). Yields the product C1(C=2C(C(N1CCC=1N=C3N(C=CC=C3)C1)=O)=CC=CC2)=O (2-(2-phthalimidoethyl)imidazo [1,2-a]-pyridine). Isolated yield 57.7%. As a reaction SMILES: Br[CH2:2][C:3](=O)[CH2:4][CH2:5][N:6]1[C:10](=[O:11])[C:9]2=[CH:12][CH:13]=[CH:14][CH:15]=[C:8]2[C:7]1=[O:16].[NH2:18][C:19]1[CH:24]=[CH:23][CH:22]=[CH:21][N:20]=1.C(=O)(O)[O-].[Na+].O>CN(C)C=O.C(O)C>[C:10]1(=[O:11])[N:6]([CH2:5][CH2:4][C:3]2[N:18]=[C:19]3[CH:24]=[CH:23][CH:22]=[CH:21][N:20]3[CH:2]=2)[C:7](=[O:16])[C:8]2=[CH:15][CH:14]=[CH:13][CH:12]=[C:9]12 |f:2.3|. Procedure: 1-Bromo-4-phthalimidobutan-2-one (23.6 g.) was added to a solution of 2-aminopyridine (7.6 g.) and sodium bicarbonate (6.8 g.) in dimethylformamide (100 ml.) and the mixture was heated at 100° for 1 hour. Cooling followed by addition to water and recrystallisation from ethanol afforded 2-(2-phthalimidoethyl)imidazo [1,2-a]-pyridine (13.4 g.) m.p. 181° - 181.5°.